This data is from the Open Reaction Database (ORD), a public repository of structured organic reaction records. The task is: describe an organic reaction: reactants, conditions, products, and yield Procedure details: Phenolphthalein is synthesized by standard methods involving a condensation reaction with phthalic anhydride and phenol under appropriate reaction conditions. Substituted phenolpthalein derivatives are obtained from the correspondingly substituted phthalic anhydride and in a similar manner. As a reaction SMILES: [C:1]1(=O)[O:6][C:4](=[O:5])[C:3]2=[CH:7][CH:8]=[CH:9][CH:10]=[C:2]12.[C:12]1([OH:18])[CH:17]=[CH:16][CH:15]=[CH:14][CH:13]=1>>[CH:8]1[CH:9]=[CH:10][C:2]2[C:1]([C:15]3[CH:14]=[CH:13][C:12]([OH:18])=[CH:17][CH:16]=3)([C:15]3[CH:14]=[CH:13][C:12]([OH:18])=[CH:17][CH:16]=3)[O:6][C:4](=[O:5])[C:3]=2[CH:7]=1. Yields the product C=1C=CC2=C(C1)C(=O)OC2(C=3C=CC(=CC3)O)C=4C=CC(=CC4)O (Phenolphthalein), substituted phthalic anhydride. The reactants are C1(C=2C(C(=O)O1)=CC=CC2)=O (phthalic anhydride), C1(=CC=CC=C1)O (phenol). Starting materials: OCC1CCC2N(CCNC2)C1 ((7RS,9aSR)-7-hydroxymethyl-2,3,4,6,7,8,9,9a-octahydro-1H-pyrido[1,2-a]pyrazine), ClC1=NC=CN=C1 (2-chloropyrazine), C1(=CC=CC=C1)O (phenol). Product: O(C1=CC=CC=C1)CC1CCC2N(CCN(C2)C2=NC=CN=C2)C1 ((7RS,9aSR)-7-Phenoxymethyl-2-(pyrazin-2-yl)-2,3,4,6,7,8,9,9a-octahydro-1H-pyrido[1,2-a]pyrazine). As a reaction SMILES: [OH:1][CH2:2][CH:3]1[CH2:12][N:7]2[CH2:8][CH2:9][NH:10][CH2:11][CH:6]2[CH2:5][CH2:4]1.Cl[C:14]1[CH:19]=[N:18][CH:17]=[CH:16][N:15]=1.[C:20]1(O)[CH:25]=[CH:24][CH:23]=[CH:22][CH:21]=1>>[O:1]([CH2:2][CH:3]1[CH2:12][N:7]2[CH2:8][CH2:9][N:10]([C:14]3[CH:19]=[N:18][CH:17]=[CH:16][N:15]=3)[CH2:11][CH:6]2[CH2:5][CH2:4]1)[C:20]1[CH:25]=[CH:24][CH:23]=[CH:22][CH:21]=1. Procedure details: A mixture of (7RS,9aSR)-7-hydroxymethyl-2,3,4,6,7,8,9,9a-octahydro-1H-pyrido[1,2-a]pyrazine (U.S. Pat. No. 5,326,874) and 2-chloropyrazine were combined according to Preparation 3. The product from this reaction was coupled with phenol according to Example 1 to give the title compound. mp (.HCl) 217–219° C. HRMS calcd for C19H24N4O: 324.1945, found: 324.1981. Reactants: CC(=O)OC1C(C)OC(n2cc(I)c(N)nc2=O)C1OC(C)=O, C#C[Si](C)(C)C, CCN(C(C)C)C(C)C, ClCCl, Cl[Pd]Cl, c1ccc(P(c2ccccc2)c2ccccc2)cc1, c1ccc(P(c2ccccc2)c2ccccc2)cc1. Product: CC(=O)OC1C(C)OC(n2cc(C#C[Si](C)(C)C)c(N)nc2=O)C1OC(C)=O. As a reaction SMILES: [C:1]([CH3:2])(=[O:3])[O:4][CH:5]1[CH:6]([n:15]2[c:16](=[O:17])[n:18][c:19]([NH2:20])[c:21]([I:23])[cH:22]2)[O:7][CH:8]([CH3:14])[CH:9]1[O:10][C:11]([CH3:12])=[O:13].[CH3:33][Si:34]([CH3:35])([CH3:36])[C:37]#[CH:38].[CH:24]([N:25]([CH2:26][CH3:27])[CH:28]([CH3:29])[CH3:30])([CH3:31])[CH3:32].[Cl:39][CH2:40][Cl:41].[Pd:42]([Cl:43])[Cl:44].[c:45]1([P:46]([c:47]2[cH:48][cH:49][cH:50][cH:51][cH:52]2)[c:53]2[cH:54][cH:55][cH:56][cH:57][cH:58]2)[cH:59][cH:60][cH:61][cH:62][cH:63]1.[c:64]1([P:65]([c:66]2[cH:67][cH:68][cH:69][cH:70][cH:71]2)[c:72]2[cH:73][cH:74][cH:75][cH:76][cH:77]2)[cH:78][cH:79][cH:80][cH:81][cH:82]1>>[C:1]([CH3:2])(=[O:3])[O:4][CH:5]1[CH:6]([n:15]2[c:16](=[O:17])[n:18][c:19]([NH2:20])[c:21]([C:38]#[C:37][Si:34]([CH3:33])([CH3:35])[CH3:36])[cH:22]2)[O:7][CH:8]([CH3:14])[CH:9]1[O:10][C:11]([CH3:12])=[O:13]. Starting materials: BrC=1N=C2C(=NC1)NC=C2C(C(C)(C)C)=O (1-(2-bromo-5H-pyrrolo[2,3-b]pyrazin-7-yl)-2,2-dimethyl-propan-1-one), C(C)OC=1C=C(C=C(C1)B1OC(C(O1)(C)C)(C)C)N1CCCC1 (1-[3-ethoxy-5-(4,4,5,5-tetramethyl-[1,3,2]dioxaborolan-2-yl)-phenyl]-pyrrolidine), C(=O)([O-])[O-].[K+].[K+] (K2CO3), O1CCOCC1 (Dioxane). Solvent: O (water). Run at temperature 150 celsius. The product is C(C)OC=1C=C(C=C(C1)N1CCCC1)C=1N=C2C(=NC1)NC=C2C(C(C)(C)C)=O (1-[2-(3-ethoxy-5-pyrrolidin-1-yl-phenyl)-5H-pyrrolo[2,3-b]pyrazin-7-yl]-2,2-dimethyl-propan-1-one). Isolated yield 46.5%. As a reaction SMILES: Br[C:2]1[N:3]=[C:4]2[C:10]([C:11](=[O:16])[C:12]([CH3:15])([CH3:14])[CH3:13])=[CH:9][NH:8][C:5]2=[N:6][CH:7]=1.[CH2:17]([O:19][C:20]1[CH:21]=[C:22]([N:35]2[CH2:39][CH2:38][CH2:37][CH2:36]2)[CH:23]=[C:24](B2OC(C)(C)C(C)(C)O2)[CH:25]=1)[CH3:18].C([O-])([O-])=O.[K+].[K+].O1CCOCC1>O>[CH2:17]([O:19][C:20]1[CH:25]=[C:24]([C:2]2[N:3]=[C:4]3[C:10]([C:11](=[O:16])[C:12]([CH3:15])([CH3:14])[CH3:13])=[CH:9][NH:8][C:5]3=[N:6][CH:7]=2)[CH:23]=[C:22]([N:35]2[CH2:39][CH2:38][CH2:37][CH2:36]2)[CH:21]=1)[CH3:18] |f:2.3.4|. Procedure: A microwave flask was charged with 1-(2-bromo-5H-pyrrolo[2,3-b]pyrazin-7-yl)-2,2-dimethyl-propan-1-one (48 mg, 0.17 mmol), 1-[3-ethoxy-5-(4,4,5,5-tetramethyl-[1,3,2]dioxaborolan-2-yl)-phenyl]-pyrrolidine (54 mg, 0.17 mmol), and K2CO3 (59 mg, 0.43 mmol). Dioxane (2.1 ml) and water (0.5 ml) were added, and the solution was vacuum degassed under argon. [1,1′-Bis(diphenylphosphino)ferrocene]palladium(ll) dichloride dichloromethane complex (14 mg, 0.02 mmol) was added, and the reaction mixture was he... The reactants are N(=[N+]=[N-])C1=C2N=CN(C2=NC(=N1)F)[C@H]1[C@@H](OCC2=CC=CC=C2)[C@H](OCC2=CC=CC=C2)[C@H](O1)COCC1=CC=CC=C1 (6-Azido-2-fluoro-9-(2,3,5-tri-O-benzyl-β-D-arabinofuranosyl)purine). Reagents/catalysts: [Pd](Cl)Cl (palladium (II) chloride). Solvent: COCCO (2-methoxyethanol). The product is [C@@H]1([C@@H](O)[C@H](O)[C@H](O1)CO)N1C2=NC(=NC(=C2N=C1)N)F (9-β-D-Arabinofuranosyl-2-fluoroadenine). The yield is 67.6%. RXN SMILES: [N:1]([C:4]1[N:12]=[C:11]([F:13])[N:10]=[C:9]2[C:5]=1[N:6]=[CH:7][N:8]2[C@@H:14]1[O:34][C@H:33]([CH2:35][O:36]CC2C=CC=CC=2)[C@@H:24]([O:25]CC2C=CC=CC=2)[C@@H:15]1[O:16]CC1C=CC=CC=1)=[N+]=[N-]>COCCO.[Pd](Cl)Cl>[C@@H:14]1([N:8]2[CH:7]=[N:6][C:5]3[C:9]2=[N:10][C:11]([F:13])=[N:12][C:4]=3[NH2:1])[O:34][C@H:33]([CH2:35][OH:36])[C@@H:24]([OH:25])[C@@H:15]1[OH:16]. Reported procedure: 6-Azido-2-fluoro-9-(2,3,5-tri-O-benzyl-β-D-arabinofuranosyl)purine (0.19 g) was dissolved in 2-methoxyethanol (20 mL) with palladium (II) chloride (PdCl2) (20 mg) and activated carbon and the mixture was hydrogenated at 55 pounds per square inch (psi) in a Parr shaker. The reaction was monitored by thin layer chromatography (TLC) until complete. The mixture was then filtered through celite and the filtrate was concentrated in vacuo. Three times, the residue was dissolved in ethanol and reconcent... Starting materials: CCCC(=O)c1cc(C(Nc2ccc(C(=O)OC)cc2)C2CCCCC2)c(CC)s1, CCO, [Na+], C1CCOC1, [OH-]. The product is CCCC(=O)c1cc(C(Nc2ccc(C(=O)O)cc2)C2CCCCC2)c(CC)s1. RXN SMILES: [C:1]([CH2:2][CH2:3][CH3:4])(=[O:5])[c:6]1[cH:7][c:8]([CH:13]([CH:14]2[CH2:15][CH2:16][CH2:17][CH2:18][CH2:19]2)[NH:20][c:21]2[cH:22][cH:23][c:24]([C:25](=[O:26])[O:27][CH3:28])[cH:29][cH:30]2)[c:9]([CH2:11][CH3:12])[s:10]1.[CH3:38][CH2:39][OH:40].[Na+:37].[O:31]1[CH2:32][CH2:33][CH2:34][CH2:35]1.[OH-:36]>>[C:1]([CH2:2][CH2:3][CH3:4])(=[O:5])[c:6]1[cH:7][c:8]([CH:13]([CH:14]2[CH2:15][CH2:16][CH2:17][CH2:18][CH2:19]2)[NH:20][c:21]2[cH:22][cH:23][c:24]([C:25](=[O:26])[OH:27])[cH:29][cH:30]2)[c:9]([CH2:11][CH3:12])[s:10]1. Reactants: BrCc1ccccc1, CN(C)C=O, [H-], [H][H], [Na+], O, Cc1cccc(C=O)c1O. Product: Cc1cccc(C=O)c1OCc1ccccc1. As a reaction SMILES: [Br:15][CH2:16][c:17]1[cH:18][cH:19][cH:20][cH:21][cH:22]1.[CH3:23][N:24]([CH3:25])[CH:26]=[O:27].[H-:11].[H:13][H:14].[Na+:12].[OH2:28].[OH:1][c:2]1[c:3]([CH:4]=[O:5])[cH:6][cH:7][cH:8][c:9]1[CH3:10]>>[O:1]([c:2]1[c:3]([CH:4]=[O:5])[cH:6][cH:7][cH:8][c:9]1[CH3:10])[CH2:16][c:17]1[cH:18][cH:19][cH:20][cH:21][cH:22]1.